Dataset: the Open Reaction Database (ORD), a public repository of structured organic reaction records. Task: describe an organic reaction: reactants, conditions, products, and yield The product is OC=1C=C(\C=C/C(C2=C(C=C(C=C2OC)OC)OC)SC(C2=C(C=C(C=C2OC)OC)OC)\C=C/C2=CC(=C(C=C2)O)O)C=CC1O ((Z)-3,4-dihydroxystyryl-2,4,6-trimethoxybenzylsulfide). Reaction SMILES: [OH:1][C:2]1[CH:3]=[C:4]([C:9]#[CH:10])[CH:5]=[CH:6][C:7]=1[OH:8].[CH3:11][O:12][C:13]1[CH:20]=[C:19]([O:21][CH3:22])[CH:18]=[C:17]([O:23][CH3:24])[C:14]=1[CH2:15][SH:16].[Na]>>[OH:1][C:2]1[CH:3]=[C:4]([CH:5]=[CH:6][C:7]=1[OH:8])/[CH:9]=[CH:10]\[CH:15]([S:16][CH:15](/[CH:10]=[CH:9]\[C:4]1[CH:5]=[CH:6][C:7]([OH:8])=[C:2]([OH:1])[CH:3]=1)[C:14]1[C:17]([O:23][CH3:24])=[CH:18][C:19]([O:21][CH3:22])=[CH:20][C:13]=1[O:12][CH3:11])[C:14]1[C:17]([O:23][CH3:24])=[CH:18][C:19]([O:21][CH3:22])=[CH:20][C:13]=1[O:12][CH3:11] |^1:24|. Reported procedure: A solution of 3,4-dihydroxyphenylacetylene (0.02 mol), 2,4,6-trimethoxybenzyl mercaptan (0.02 mol) and metallic sodium (0.02 g atom) is subjected to General Procedure 2 to form (Z)-3,4-dihydroxystyryl-2,4,6-trimethoxybenzylsulfide. The title compound is obtained following oxidation of the sulfide, according to General Procedure 2. Starting materials: OC=1C=C(C=CC1O)C#C (3,4-dihydroxyphenylacetylene), COC1=C(CS)C(=CC(=C1)OC)OC (2,4,6-trimethoxybenzyl mercaptan), [Na] (sodium). Reactants: CC(=O)O, Cc1ccccc1, COC(=O)OC, O=C1CCc2cc(Cl)ccc2C1, [H-], [Na+], O. Yields the product COC(=O)C1=C(O)CCc2cc(Cl)ccc21. RXN SMILES: [CH3:21][C:22](=[O:23])[OH:24].[CH3:25][c:26]1[cH:27][cH:28][cH:29][cH:30][cH:31]1.[CH3:3][O:4][C:5](=[O:6])[O:7][CH3:8].[Cl:9][c:10]1[cH:11][c:12]2[c:17]([cH:18][cH:19]1)[CH2:16][C:15](=[O:20])[CH2:14][CH2:13]2.[H-:1].[Na+:2].[OH2:32]>>[C:5](=[O:6])([O:7][CH3:8])[C:16]1=[C:15]([OH:20])[CH2:14][CH2:13][c:12]2[cH:11][c:10]([Cl:9])[cH:19][cH:18][c:17]21. Reactants: ClC=1C(=C(C(=O)O)C=C(C1O)Cl)O (3,5-dichloro-2,4-dihydroxybenzoic acid), Cl.COC([C@@H](N)CC1=CC=CC=C1)=O (L-phenylalanine methyl ester hydrochloride), CCN=C=NCCCN(C)C.Cl (WSC.HCl), C=1C=CC2=C(C1)N=NN2O (HOBT). Solvent: CN(C)C=O (DMF), C(C)N(CC)CC (triethylamine). Run at time 16 hour. Yields the product Cl.COC([C@@H](NC(C1=C(C(=C(C(=C1)Cl)OCCCCNC)Cl)O)=O)CC1=CC=CC=C1)=O (N-[3,5-Dichloro-2-hydroxy-4-(4-methylaminobutoxy)benzoyl]-L-phenyl-alanine methyl ester hydrochloride). Yield: 95.0%. RXN SMILES: [Cl:1][C:2]1[C:3]([OH:13])=[C:4]([CH:8]=[C:9]([Cl:12])[C:10]=1[OH:11])[C:5]([OH:7])=O.Cl.[CH3:15][O:16][C:17](=[O:27])[C@H:18]([CH2:20][C:21]1[CH:26]=[CH:25][CH:24]=[CH:23][CH:22]=1)[NH2:19].CCN=C=N[CH2:33][CH2:34][CH2:35][N:36]([CH3:38])C.Cl.[CH:40]1C=CC2N(O)N=NC=2C=1>CN(C=O)C.C(N(CC)CC)C>[ClH:1].[CH3:15][O:16][C:17](=[O:27])[C@H:18]([CH2:20][C:21]1[CH:26]=[CH:25][CH:24]=[CH:23][CH:22]=1)[NH:19][C:5](=[O:7])[C:4]1[CH:8]=[C:9]([Cl:12])[C:10]([O:11][CH2:40][CH2:33][CH2:34][CH2:35][NH:36][CH3:38])=[C:2]([Cl:1])[C:3]=1[OH:13] |f:1.2,3.4,8.9|. Reported procedure: To a solution of 3,5-dichloro-2,4-dihydroxybenzoic acid (17 g), L-phenylalanine methyl ester hydrochloride (19.8 g), WSC.HCl (17.6 g) and HOBT (12.4 g) in DMF (70 ml) was added dropwise triethylamine (12.8 ml) at room temperature, and the mixture was stirred for 16 hours. Then, the mixture was post-treated in the same manner as in the above Example 1, Step 5) to give the title compound (18.32 g, yield 57%).